From a dataset of the Open Reaction Database (ORD), a public repository of structured organic reaction records. describe an organic reaction: reactants, conditions, products, and yield Reactants: ClC1=C(C=CC(=C1)F)S(=O)(=O)C1C[C@H]([C@@H](C1)C(=O)O)COC1=CC=C(C=C1)F ((1R,2R)-4-(2-Chloro-4-fluoro-benzenesulfonyl)-2-(4-fluoro-phenoxymethyl)-cyclopentanecarboxylic acid), NC1(CC1)C#N (1-aminocyclopropanecarbonitrile), orange oil. The product is C(#N)C1(CC1)NC(=O)[C@H]1[C@@H](CC(C1)S(=O)(=O)C1=C(C=C(C=C1)F)Cl)COC1=CC=C(C=C1)F ((1R,2R)-4-(2-Chloro-4-fluoro-benzenesulfonyl)-2-(4-fluoro-phenoxymethyl)-cyclopentanecarboxylic acid (1-cyano-cyclopropyl)-amide). RXN SMILES: [Cl:1][C:2]1[CH:7]=[C:6]([F:8])[CH:5]=[CH:4][C:3]=1[S:9]([CH:12]1[CH2:16][C@@H:15]([C:17]([OH:19])=O)[C@H:14]([CH2:20][O:21][C:22]2[CH:27]=[CH:26][C:25]([F:28])=[CH:24][CH:23]=2)[CH2:13]1)(=[O:11])=[O:10].[NH2:29][C:30]1([C:33]#[N:34])[CH2:32][CH2:31]1>>[C:33]([C:30]1([NH:29][C:17]([C@@H:15]2[CH2:16][CH:12]([S:9]([C:3]3[CH:4]=[CH:5][C:6]([F:8])=[CH:7][C:2]=3[Cl:1])(=[O:11])=[O:10])[CH2:13][C@H:14]2[CH2:20][O:21][C:22]2[CH:27]=[CH:26][C:25]([F:28])=[CH:24][CH:23]=2)=[O:19])[CH2:32][CH2:31]1)#[N:34]. Reported procedure: The title compound was prepared in analogy to example 68 step 11 using (1R,2R)-4-(2-Chloro-4-fluoro-benzenesulfonyl)-2-(4-fluoro-phenoxymethyl)-cyclopentanecarboxylic acid (epimeric mixture, example 143 and 144 step 6) and 1-aminocyclopropanecarbonitrile. Light orange oil (51%). MS (EI): 493.4 (M−H)−. The reactants are Cl (hydrochloric acid), CN(C(=O)C=1NC=C(C1)[N+](=O)[O-])CCCN(C)C (3-[N-methyl-4-nitro-pyrrole-2-carboxamido]propyldimethylamine), C(C)O (ethanol), O (Water). Reagents/catalysts: [Pd] (Pd). Reaction conditions: time 2 hour. Yields the product CN(C(=O)C=1NC=C(C1)N(C(=O)C=1NC=C(C1)[N+](=O)[O-])C)CCCN(C)C (3-[N-methyl-4-(N-methyl-4-nitropyrrole-2-carboxamido)pyrrole-2-carboxamido]propyl-dimethylamine). RXN SMILES: [CH3:1][N:2]([CH2:13][CH2:14][CH2:15][N:16]([CH3:18])C)[C:3]([C:5]1[NH:6][CH:7]=[C:8]([N+:10]([O-:12])=[O:11])[CH:9]=1)=[O:4].Cl.[OH2:20].[CH2:21](O)[CH3:22]>[Pd]>[CH3:1][N:2]([CH2:13][CH2:21][CH2:22][N:6]([CH3:7])[CH3:5])[C:3]([C:15]1[NH:16][CH:18]=[C:13]([N:2]([CH3:1])[C:3]([C:5]2[NH:6][CH:7]=[C:8]([N+:10]([O-:12])=[O:11])[CH:9]=2)=[O:4])[CH:14]=1)=[O:20]. Procedure details: The compound of example 1 (3.4 g) was dissolved in ethanol (40 ml) and diluted hydrochloric acid (20 ml) and reduced over a Pd catalyst (5% on carbon) under H2 pressure (50 psi) in a Parr apparatus. Water (20 ml) was added and the catalyst filtered off. The resulting solution was concentrated and the residue was dissolved in water (40 ml). Sodium bicarbonate (4 g) was added, followed by a solution of N-methyl-4-nitropyrrole-2-carboxylic acid chloride (2.8 g) in 20 ml of benzene. The resulting mi... Starting materials: C1CCOC1, COC(=O)C(Cc1ccc([N+](=O)[O-])cc1)NC(=S)C1(CCCCS(C)(=O)=O)CCCC1, CO, [Cl-], [NH4+], O, [Zn]. Yields the product COC(=O)C(Cc1ccc(N)cc1)NC(=S)C1(CCCCS(C)(=O)=O)CCCC1. As a reaction SMILES: [CH2:32]1[O:33][CH2:34][CH2:35][CH2:36]1.[CH3:1][O:2][C:3]([CH:4]([NH:5][C:6](=[S:7])[C:8]1([CH2:13][CH2:14][CH2:15][CH2:16][S:17](=[O:18])(=[O:19])[CH3:20])[CH2:9][CH2:10][CH2:11][CH2:12]1)[CH2:21][c:22]1[cH:23][cH:24][c:25]([N+:28]([O-:29])=[O:30])[cH:26][cH:27]1)=[O:31].[CH3:40][OH:41].[Cl-:37].[NH4+:38].[OH2:39].[Zn:42]>>[CH3:1][O:2][C:3]([CH:4]([NH:5][C:6](=[S:7])[C:8]1([CH2:13][CH2:14][CH2:15][CH2:16][S:17](=[O:18])(=[O:19])[CH3:20])[CH2:9][CH2:10][CH2:11][CH2:12]1)[CH2:21][c:22]1[cH:23][cH:24][c:25]([NH2:28])[cH:26][cH:27]1)=[O:31]. The reactants are CC(C)(C)N1C(=O)C(Cl)=C(c2ccccc2)S1(=O)=O, CC#N, NCCCCc1ccccc1. Yields the product CC(C)(C)N1C(=O)C(NCCCCc2ccccc2)=C(c2ccccc2)S1(=O)=O. As a reaction SMILES: [C:1]([CH3:2])([CH3:3])([CH3:4])[N:5]1[S:6](=[O:18])(=[O:19])[C:7]([c:12]2[cH:13][cH:14][cH:15][cH:16][cH:17]2)=[C:8]([Cl:11])[C:9]1=[O:10].[CH3:31][C:32]#[N:33].[c:20]1([CH2:26][CH2:27][CH2:28][CH2:29][NH2:30])[cH:21][cH:22][cH:23][cH:24][cH:25]1>>[C:1]([CH3:2])([CH3:3])([CH3:4])[N:5]1[S:6](=[O:18])(=[O:19])[C:7]([c:12]2[cH:13][cH:14][cH:15][cH:16][cH:17]2)=[C:8]([NH:30][CH2:29][CH2:28][CH2:27][CH2:26][c:20]2[cH:21][cH:22][cH:23][cH:24][cH:25]2)[C:9]1=[O:10]. The reactants are C[Si](C)(C)C#C (trimethylsilylacetylene), C(C1=CC=CC=C1)OC1=C2C=3C(=C(N=CC3N(C2=CC=C1)S(=O)(=O)C1=CC=C(C)C=C1)C=NO)COC (5-benzyloxy-4-methoxymethyl-9-tosyl-β-carboline-3-carbaldehyde oxime), [OH-].[Na+] (sodium hydroxide), ClN1C(CCC1=O)=O (N-chlorosuccinimide). Solvent: C(C)N(CC)CC (triethylamine), C(Cl)Cl (methylene chloride), O (water). Reaction conditions: time 1 hour. Yields the product C(C1=CC=CC=C1)OC1=C2C=3C(=C(N=CC3NC2=CC=C1)C1=NOC=C1)COC (5-Benzyloxy-4-methoxymethyl-3-(3-isoxazolyl)-β-carboline). RXN SMILES: [CH2:1]([O:8][C:9]1[CH:21]=[CH:20][CH:19]=[C:18]2[C:10]=1[C:11]1[C:12]([CH2:35][O:36][CH3:37])=[C:13]([CH:32]=[N:33][OH:34])[N:14]=[CH:15][C:16]=1[N:17]2S(C1C=CC(C)=CC=1)(=O)=O)[C:2]1[CH:7]=[CH:6][CH:5]=[CH:4][CH:3]=1.ClN1C(=O)C[CH2:41][C:40]1=O.C[Si](C#C)(C)C.[OH-].[Na+]>C(Cl)Cl.O.C(N(CC)CC)C>[CH2:1]([O:8][C:9]1[CH:21]=[CH:20][CH:19]=[C:18]2[C:10]=1[C:11]1[C:12]([CH2:35][O:36][CH3:37])=[C:13]([C:32]3[CH:41]=[CH:40][O:34][N:33]=3)[N:14]=[CH:15][C:16]=1[NH:17]2)[C:2]1[CH:3]=[CH:4][CH:5]=[CH:6][CH:7]=1 |f:3.4|. Procedure details: 103 mg of 5-benzyloxy-4-methoxymethyl-9-tosyl-β-carboline-3-carbaldehyde oxime is combined in 5 ml of methylene chloride with 22 mg of N-chlorosuccinimide and agitated for one hour at room temperature. Subsequently 30 mg of trimethylsilylacetylene and 0.13 ml of triethylamine are added and the mixture stirred for 2 hours at room temperature. The mixture is then combined with 1 ml of 1N sodium hydroxide solution and agitated for one hour at room temperature, poured on 25 ml of water, extracted wi... The reactants are C(C1=CC=CC=C1)OC(=O)NC1(CC1)C(=O)O (1-(benzyloxycarbonylamino)cyclopropanecarboxylic acid), B2H6, C(=O)([O-])[O-].[K+].[K+] (K2CO3). Solvent: C1CCOC1 (THF), O1CCCC1 (tetrahydrofuran). Run at time 8 hour. Product: C(C1=CC=CC=C1)OC(=O)NC1(CC1)CO (1-(Benzyloxycarbonylamino)cyclopropanemethanol). The yield is 43.0%. RXN SMILES: [CH2:1]([O:8][C:9]([NH:11][C:12]1([C:15](O)=[O:16])[CH2:14][CH2:13]1)=[O:10])[C:2]1[CH:7]=[CH:6][CH:5]=[CH:4][CH:3]=1.[H]1[BH2][H][BH2]1.C([O-])([O-])=O.[K+].[K+]>O1CCCC1>[CH2:1]([O:8][C:9]([NH:11][C:12]1([CH2:15][OH:16])[CH2:13][CH2:14]1)=[O:10])[C:2]1[CH:3]=[CH:4][CH:5]=[CH:6][CH:7]=1 |f:2.3.4|. Procedure: To a solution of 1-(benzyloxycarbonylamino)cyclopropanecarboxylic acid (500 mg, 2.1 mmol) in tetrahydrofuran (5 mL) at 0° C. was added B2H6. THF (1M, 2.1 mL, 2.1 mmol). The mixture was stirred at ambient temperature overnight, treated with K2CO3 (1.0 g in 5 mL H2O) and extracted with methylene chloride (3×10 mL). The organic layer was washed with brine (10 mL) and dried over Na2SO4. After evaporating the solvent, the residue was by chromatography (1:1 ethyl acetate:hexane) to give the title comp... The reactants are N#CC1(c2ccc(Cl)cc2)CCC(=O)CC1, [K+], [OH-], O, OCCO. Product: O=C1CCC(C(=O)O)(c2ccc(Cl)cc2)CC1. Reaction SMILES: [C:1](#[N:2])[C:3]1([c:10]2[cH:11][cH:12][c:13]([Cl:16])[cH:14][cH:15]2)[CH2:4][CH2:5][C:6](=[O:9])[CH2:7][CH2:8]1.[K+:18].[OH-:17].[OH2:23].[OH:19][CH2:20][CH2:21][OH:22]>>[C:1]([C:3]1([c:10]2[cH:11][cH:12][c:13]([Cl:16])[cH:14][cH:15]2)[CH2:4][CH2:5][C:6](=[O:9])[CH2:7][CH2:8]1)(=[O:17])[OH:19]. Reactants: BrC1=C(C=CC=C1)CC(=O)O (2-bromophenylacetic acid), C(C)(C)C1=CC=C(N)C=C1 (4-isopropylaniline). Product: C(C)(C)C1=CC=C(C=C1)NC1=C(C=CC=C1)CC(=O)O (2-[(4-isopropylphenyl)amino]phenylacetic acid). Reaction SMILES: Br[C:2]1[CH:7]=[CH:6][CH:5]=[CH:4][C:3]=1[CH2:8][C:9]([OH:11])=[O:10].[CH:12]([C:15]1[CH:21]=[CH:20][C:18]([NH2:19])=[CH:17][CH:16]=1)([CH3:14])[CH3:13]>>[CH:12]([C:15]1[CH:21]=[CH:20][C:18]([NH:19][C:2]2[CH:7]=[CH:6][CH:5]=[CH:4][C:3]=2[CH2:8][C:9]([OH:11])=[O:10])=[CH:17][CH:16]=1)([CH3:14])[CH3:13]. Procedure: In the manner described in example 3, 2-bromophenylacetic acid is condensed with 4-isopropylaniline to yield 2-[(4-isopropylphenyl)amino]phenylacetic acid. Starting materials: COC(C(C1=CC=C(C=C1)OCCCC1=CC=CC=C1)=O)=O (4-[(3-phenylpropyl)oxy]-alpha-oxobenzeneacetic acid methyl ester). The solvent is CO (methanol), [OH-].[Na+] (sodium hydroxide). The product is C1(=CC=CC=C1)CCCOC1=CC=C(C=C1)C(C(=O)O)=O (4-[(3-phenylpropyl)oxy]-alpha-oxobenzeneacetic acid). Isolated yield 72.6%. RXN SMILES: C[O:2][C:3](=[O:22])[C:4](=[O:21])[C:5]1[CH:10]=[CH:9][C:8]([O:11][CH2:12][CH2:13][CH2:14][C:15]2[CH:20]=[CH:19][CH:18]=[CH:17][CH:16]=2)=[CH:7][CH:6]=1>CO.[OH-].[Na+]>[C:15]1([CH2:14][CH2:13][CH2:12][O:11][C:8]2[CH:7]=[CH:6][C:5]([C:4](=[O:21])[C:3]([OH:22])=[O:2])=[CH:10][CH:9]=2)[CH:20]=[CH:19][CH:18]=[CH:17][CH:16]=1 |f:2.3|. Procedure: A mixture of 4-[(3-phenylpropyl)oxy]-alpha-oxobenzeneacetic acid methyl ester (0.65 g) in methanol and 0.5N sodium hydroxide (8 mL) was treated as in Example 19. Extraction provided 0.6 g which solidified and was crystallized from benzene-hexane to give 0.45 g of colorless 4-[(3-phenylpropyl)oxy]-alpha-oxobenzeneacetic acid, mp 58°-59° C.